This data is from the Open Reaction Database (ORD), a public repository of structured organic reaction records. The task is: describe an organic reaction: reactants, conditions, products, and yield Reactants: [BH4-], CC(C)(C)OC(=O)N1CCCC1C=O, CC(C)N, CO, CC(C)[O-], CC(C)[O-], CC(C)[O-], CC(C)[O-], [Na+], O, [Ti+4]. Product: CC(C)NCC1CCCN1C(=O)OC(C)(C)C. Reaction SMILES: [BH4-:19].[C:1]([CH3:2])([CH3:3])([CH3:4])[O:5][C:6](=[O:7])[N:8]1[CH:9]([CH:13]=[O:14])[CH2:10][CH2:11][CH2:12]1.[CH3:15][CH:16]([CH3:17])[NH2:18].[CH3:22][OH:23].[CH3:24][CH:25]([CH3:26])[O-:27].[CH3:29][CH:30]([CH3:31])[O-:32].[CH3:33][CH:34]([CH3:35])[O-:36].[CH3:37][CH:38]([CH3:39])[O-:40].[Na+:20].[OH2:21].[Ti+4:28]>>[C:1]([CH3:2])([CH3:3])([CH3:4])[O:5][C:6](=[O:7])[N:8]1[CH:9]([CH2:13][NH:18][CH:16]([CH3:15])[CH3:17])[CH2:10][CH2:11][CH2:12]1. Reactants: FC=1C=C(C#N)C=C(C1)F (3,5-difluorobenzonitrile), [H][H] (hydrogen). The reagents and catalysts are [Ni] (Raney nickel). The solvent is N (ammonia), CO (methanol). Yields the product FC=1C=C(CN)C=C(C1)F (3,5-Difluorobenzylamine). The yield is 87.1%. As a reaction SMILES: [F:1][C:2]1[CH:3]=[C:4]([CH:7]=[C:8]([F:10])[CH:9]=1)[C:5]#[N:6].[H][H]>N.CO.[Ni]>[F:1][C:2]1[CH:3]=[C:4]([CH:7]=[C:8]([F:10])[CH:9]=1)[CH2:5][NH2:6]. Procedure: A solution of 3,5-difluorobenzonitrile (0.0345 mol) in ammonia saturated methanol (100 ml) and methanol washed Raney nickel were shaken together under 50 psi of hydrogen for 11/2 hours. The reaction mixture was filtered, the filtrate concentrated then dissolved in ethyl acetate. The product was extracted into 3N aqueous hydrogen chloride. The acidic solution was cooled and basified with 50% sodium hydroxide then was extracted into ethyl acetate. The organic extract was dried over sodium sulfate,...